Dataset: the Open Reaction Database (ORD), a public repository of structured organic reaction records. Task: describe an organic reaction: reactants, conditions, products, and yield Starting materials: CS(=O)(=O)OCC[C@@H](C1=CC=CC=C1)NC(=O)[C@@H]1SCCN1S(=O)(=O)C1=CC=C(C=C1)C1=CC=CC=C1 ((3S)-3-({[(2S)-3-([1,1′-biphenyl]-4-ylsulfonyl)-1,3-thiazolidin-2-yl]carbonyl}amino)-3-phenylpropyl methanesulfonate), CS(=O)(=O)OCC[C@@H](C1=CC=CC=C1)NC(=O)[C@@H]1SCCN1S(=O)(=O)C1=CC=C(C=C1)C1=CC=CC=C1 ((3S)-3-({[(2S)-3-([1,1′-biphenyl]-4-ylsulfonyl)-1,3-thiazolidin-2-yl]carbonyl}amino)-3-phenylpropyl methanesulfonate), COC(CNC)=O (methyl(methylamino)acetate). Yields the product COC(CN(C)CC[C@@H](C1=CC=CC=C1)NC(=O)[C@@H]1SCCN1S(=O)(=O)C1=CC=C(C=C1)C1=CC=CC=C1)=O (methyl[[(3S)-3-({[(2S)-3-([1,1′-biphenyl]-4-ylsulfonyl)-1,3-thiazolidin-2-yl]carbonyl}amino)-3-phenylpropyl](methyl)amino]acetate). As a reaction SMILES: CS(O[CH2:6][CH2:7][C@H:8]([NH:15][C:16]([C@H:18]1[N:22]([S:23]([C:26]2[CH:31]=[CH:30][C:29]([C:32]3[CH:37]=[CH:36][CH:35]=[CH:34][CH:33]=3)=[CH:28][CH:27]=2)(=[O:25])=[O:24])[CH2:21][CH2:20][S:19]1)=[O:17])[C:9]1[CH:14]=[CH:13][CH:12]=[CH:11][CH:10]=1)(=O)=O.[CH3:38][O:39][C:40](=[O:44])[CH2:41][NH:42][CH3:43]>>[CH3:38][O:39][C:40](=[O:44])[CH2:41][N:42]([CH2:6][CH2:7][C@H:8]([NH:15][C:16]([C@H:18]1[N:22]([S:23]([C:26]2[CH:27]=[CH:28][C:29]([C:32]3[CH:37]=[CH:36][CH:35]=[CH:34][CH:33]=3)=[CH:30][CH:31]=2)(=[O:25])=[O:24])[CH2:21][CH2:20][S:19]1)=[O:17])[C:9]1[CH:14]=[CH:13][CH:12]=[CH:11][CH:10]=1)[CH3:43]. Reported procedure: Following the general method A as outlined in Example 16, starting from (3S)-3-({[(2S)-3-([1,1′-biphenyl]-4-ylsulfonyl)-1,3-thiazolidin-2-yl]carbonyl}amino)-3-phenylpropyl methanesulfonate (Intermediate 9) and methyl(methylamino)acetate, the title compound was obtained in 98.9% purity by HPLC.